Dataset: the Open Reaction Database (ORD), a public repository of structured organic reaction records. Task: describe an organic reaction: reactants, conditions, products, and yield Reactants: S(O)(O)(=O)=O (sulphuric acid), COC1=CC=C(C=C1)C(C(=O)C1=CC=C(C=C1)OC)O (1,2-di-(4-methoxyphenyl)-2-oxo-ethanol), CC=1C=C(C=CC1C)O (3,4-dimethylphenol), [OH-].[Na+] (sodium hydroxide). The product is COC1=CC=C(C=C1)C=1OC2=C(C1C1=CC=C(C=C1)OC)C=C(C(=C2)C)C (2,3-di-(4-methoxyphenyl)-5,6-dimethylbenzofurane). RXN SMILES: S(=O)(=O)(O)O.[CH3:6][O:7][C:8]1[CH:13]=[CH:12][C:11]([CH:14](O)[C:15]([C:17]2[CH:22]=[CH:21][C:20]([O:23][CH3:24])=[CH:19][CH:18]=2)=[O:16])=[CH:10][CH:9]=1.[CH3:26][C:27]1[CH:28]=[C:29](O)[CH:30]=[CH:31][C:32]=1[CH3:33].[OH-].[Na+]>>[CH3:24][O:23][C:20]1[CH:21]=[CH:22][C:17]([C:15]2[O:16][C:30]3[CH:31]=[C:32]([CH3:33])[C:27]([CH3:26])=[CH:28][C:29]=3[C:14]=2[C:11]2[CH:12]=[CH:13][C:8]([O:7][CH3:6])=[CH:9][CH:10]=2)=[CH:18][CH:19]=1 |f:3.4|. Reported procedure: 160 g of 73% strength aqueous sulphuric acid are added dropwise to a mixture of 54.5 g of 1,2-di-(4-methoxyphenyl)-2-oxo-ethanol (p-anisoin) and 73 g of 3,4-dimethylphenol and the mixture is heated at 130°-135° for 20 minutes and then cooled to 20°. The reaction mixture is rendered alkaline by adding an aqueous solution of sodium hydroxide and is heated under reflux and then cooled. It is extracted twice with ethyl acetate; the combined organic extracts are washed with a 2 N aqueous solution of ... Starting materials: BrC=1C=C(C=O)C=CC1F (3-Bromo-4-fluorobenzaldehyde), C(CC(=O)C)(=O)OC (methyl acetoacetate), NC1=CC(CC1)=O (3-aminocyclopent-2-enone). Run in CO (methyl alcohol). The product is BrC=1C=C(C=CC1F)C1C2=C(NC(=C1C(=O)OC)C)CCC2=O (methyl 4-(3-bromo-4-fluorophenyl)-2-methyl-5-oxo-4,5,6,7-tetrahydro-1H-cyclopenta[b]pyridine-3-carboxylate). Yield: 40.2%. Reaction SMILES: [Br:1][C:2]1[CH:3]=[C:4]([CH:7]=[CH:8][C:9]=1[F:10])[CH:5]=O.[C:11]([O:17][CH3:18])(=[O:16])[CH2:12][C:13]([CH3:15])=O.[NH2:19][C:20]1[CH2:24][CH2:23][C:22](=[O:25])[CH:21]=1>CO>[Br:1][C:2]1[CH:3]=[C:4]([CH:5]2[C:12]([C:11]([O:17][CH3:18])=[O:16])=[C:13]([CH3:15])[NH:19][C:20]3[CH2:24][CH2:23][C:22](=[O:25])[C:21]2=3)[CH:7]=[CH:8][C:9]=1[F:10]. Procedure details: 3-Bromo-4-fluorobenzaldehyde (3.045 g, 15 mmol), methyl acetoacetate (2.09 g, 18 mmol) and 3-aminocyclopent-2-enone (1.45 g, 15 mmol) were heated to 65° C. in methyl alcohol for 5 days. The reaction was allowed to cool to ambient temperature and the white precipitate collected, washed with methyl alcohol and dried to provide 2.29 g of the title compound. Flash chromatography (5% methyl alcohol/methylene chloride) of the filtrate provided an additional 1.46 g of the title compound. Reactants: [OH-].[Na+] (sodium hydroxide), ClC1=CC(=C(C=C1)NCC=1C=NC=CC1)C (3-(4-chloro-2-methylphenylaminomethyl)pyridine), C([O-])(O)=O.[Na+] (sodium bicarbonate), C([O-])([O-])=O.[K+].[K+] (potassium carbonate), CS(=O)(=O)Cl (methanesulfonyl chloride). Solvent: ClCCl (dichloromethane), ClCCl (dichloromethane). Product: ClC1=CC(=C(C=C1)N(S(=O)(=O)C)CC=1C=NC=CC1)C (N-(4-chloro-2-methylphenyl)-N-(pyridin-3-yl-methyl)-methanesulfonamide). Reaction SMILES: [Cl:1][C:2]1[CH:7]=[CH:6][C:5]([NH:8][CH2:9][C:10]2[CH:11]=[N:12][CH:13]=[CH:14][CH:15]=2)=[C:4]([CH3:16])[CH:3]=1.C(=O)([O-])[O-].[K+].[K+].[CH3:23][S:24](Cl)(=[O:26])=[O:25].C(=O)(O)[O-].[Na+].[OH-].[Na+]>ClCCl>[Cl:1][C:2]1[CH:7]=[CH:6][C:5]([N:8]([CH2:9][C:10]2[CH:11]=[N:12][CH:13]=[CH:14][CH:15]=2)[S:24]([CH3:23])(=[O:26])=[O:25])=[C:4]([CH3:16])[CH:3]=1 |f:1.2.3,5.6,7.8|. Reported procedure: A 2.4 g. portion of 3-(4-chloro-2-methylphenylaminomethyl)pyridine was dissolved in 15 ml. of dichloromethane, and 2.1 g. of potassium carbonate and 2 ml. of methanesulfonyl chloride were added. The mixture was stirred at ambient temperature for several days, and then under reflux for another day. It was then cooled and diluted with 20 ml. of aqueous sodium bicarbonate and 5 ml. of 2N sodium hydroxide, 20 ml. of dichloromethane was added, and the organic layer was washed with aqueous sodium bica... Starting materials: CC=1C=C2C=C(NC2=CC1)C(=O)O (5-methylindole-2-carboxylic acid), S(=O)(Cl)Cl (thionyl chloride), C(Cl)(Cl)Cl (chloroform), ice, N (ammonia). The solvent is CN(C)C=O (DMF). Yields the product CC=1C=C2C=C(NC2=CC1)C(=O)N (5-methylindole-2-carboxamide). As a reaction SMILES: [CH3:1][C:2]1[CH:3]=[C:4]2[C:8](=[CH:9][CH:10]=1)[NH:7][C:6]([C:11]([OH:13])=O)=[CH:5]2.S(Cl)(Cl)=O.C(Cl)(Cl)Cl.[NH3:22]>CN(C=O)C>[CH3:1][C:2]1[CH:3]=[C:4]2[C:8](=[CH:9][CH:10]=1)[NH:7][C:6]([C:11]([NH2:22])=[O:13])=[CH:5]2. Procedure details: A mixture of 0.5 g of 5-methylindole-2-carboxylic acid, 0.25 mL of thionyl chloride, 5 mL of chloroform and small drop of DMF was refluxed for 2 hs. The reaction mixture was cooled to RT, poured into a mixture of 5 g of ice and 5 mL of 25% ammonia solution, and then stirred for 2 hs. The precipitated product was filtered off, washed with water and dried to yield 350 mg of 5-methylindole-2-carboxamide. 1H NMR (600 MHz, DMSO-d6): δ 11.37 (s, 1H), 7.89 (br, 1H), 7.36 (s, 1H), 7.30 (d, 1H, J=8.4 Hz)... Reactants: CCOC(=O)N1CCN(CCCN2C(=O)c3ccccc3C2=O)CC1, CCO, NN, O. Yields the product CCOC(=O)N1CCN(CCCN)CC1. As a reaction SMILES: [CH2:1]([CH3:2])[O:3][C:4](=[O:5])[N:6]1[CH2:7][CH2:8][N:9]([CH2:12][CH2:13][CH2:14][N:15]2[C:16](=[O:17])[c:18]3[cH:19][cH:20][cH:21][cH:22][c:23]3[C:24]2=[O:25])[CH2:10][CH2:11]1.[CH3:29][CH2:30][OH:31].[NH2:27][NH2:28].[OH2:26]>>[CH2:1]([CH3:2])[O:3][C:4](=[O:5])[N:6]1[CH2:7][CH2:8][N:9]([CH2:12][CH2:13][CH2:14][NH2:15])[CH2:10][CH2:11]1. Reactants: CC(=O)O[BH-](OC(C)=O)OC(C)=O, CC(=O)O, CCC=O, ClCCCl, COC(=O)CCc1ccc(OCc2ccc(N)cc2)cc1, [Na+], O, O=Cc1nc(-c2ccccc2)cs1. Product: CCCN(Cc1nc(-c2ccccc2)cs1)c1ccc(COc2ccc(CCC(=O)OC)cc2)cc1. As a reaction SMILES: [C:35]([O:36][BH-:37]([O:38][C:39](=[O:40])[CH3:41])[O:42][C:43](=[O:44])[CH3:45])(=[O:46])[CH3:47].[CH3:58][C:59](=[O:60])[OH:61].[CH:49]([CH2:50][CH3:51])=[O:52].[Cl:54][CH2:55][CH2:56][Cl:57].[NH2:14][c:15]1[cH:16][cH:17][c:18]([CH2:19][O:20][c:21]2[cH:22][cH:23][c:24]([CH2:27][CH2:28][C:29](=[O:30])[O:31][CH3:32])[cH:25][cH:26]2)[cH:33][cH:34]1.[Na+:48].[OH2:53].[c:1]1(-[c:7]2[n:8][c:9]([CH:12]=[O:13])[s:10][cH:11]2)[cH:2][cH:3][cH:4][cH:5][cH:6]1>>[c:1]1(-[c:7]2[n:8][c:9]([CH2:12][N:14]([c:15]3[cH:16][cH:17][c:18]([CH2:19][O:20][c:21]4[cH:22][cH:23][c:24]([CH2:27][CH2:28][C:29](=[O:30])[O:31][CH3:32])[cH:25][cH:26]4)[cH:33][cH:34]3)[CH2:49][CH2:50][CH3:51])[s:10][cH:11]2)[cH:2][cH:3][cH:4][cH:5][cH:6]1. Reactants: C(=C)S(=O)(=O)C=C (vinyl sulfone), CC1(OB(OC(C1)C)/C=C/C1=CC=C(C=C1)NS(=O)(=O)C)C (N-{4-[(E)-2-(4,4,6-Trimethyl-[1,3,2]dioxaborinan-2-yl)-vinyl]-phenyl}-methanesulfonamide), CC(=O)C(=O)[C@H]1CNC2=C(N1)C(=O)N=C(N2)N (PPh4), C(=O)([O-])[O-].[Na+].[Na+] (Na2CO3), C(Cl)Cl.CO.C1(=CC=CC=C1)C (DCM MeOH toluene). Procedure: step 2—A mixture of 380 (0.14 g, 0.39 mmol), 242 (0.19 g, 0.59 mmol), Pd(PPh4 (0.045 g, 0.039 mmol) and Na2CO3 (0.12 g, 1.2 mmol) in DCM-MeOH-toluene (1:2:1, 4 mL) was irradiated in a microwave reactor at 120° C. for 60 min. The reaction mixture was filtered and the filtrate concentrated. The crude product was purified by SiO2 chromatography (DCM/MeOH/NH4OH) followed by preparative HPLC to afford I-266 and I-267. RXN SMILES: C(S(C=C)(=O)=[O:4])=C.CC1(C)CC(C)OB(/[CH:16]=[CH:17]/[C:18]2[CH:23]=[CH:22][C:21]([NH:24][S:25]([CH3:28])(=[O:27])=[O:26])=[CH:20][CH:19]=2)O1.[CH3:30][C:31]([C:33]([C@@H:35]1N[C:39]2[C:41](N=C(N)N[C:38]=2[NH:37][CH2:36]1)=O)=O)=O.[C:47]([O-:50])([O-])=O.[Na+].[Na+].C(Cl)Cl.[CH3:56][OH:57].[C:58]1([CH3:64])[CH:63]=[CH:62][CH:61]=C[CH:59]=1>[Pd]>[CH3:56][O:57][C:63]1([C:58]2[C:59]([O:50][CH3:47])=[C:30](/[CH:16]=[CH:17]/[C:18]3[CH:19]=[CH:20][C:21]([NH:24][S:25]([CH3:28])(=[O:26])=[O:27])=[CH:22][CH:23]=3)[CH:31]=[C:33]([C:35]3[C:36](=[O:4])[NH:37][CH:38]=[CH:39][CH:41]=3)[CH:64]=2)[CH2:62][CH2:61]1 |f:3.4.5,6.7.8|. Reagents/catalysts: [Pd] (Pd). The product is COC1(CC1)C=1C(=C(C=C(C1)C=1C(NC=CC1)=O)/C=C/C1=CC=C(C=C1)NS(=O)(=O)C)OC (N-(4-{(E)-2-[3-(1-methoxycyclopropyl)-5-(2-oxo-1,2-dihydropyridin-3-yl)-2-methoxyphenyl]vinyl}-phenyl)methanesulfonamide). Reactants: FC1(C[C@@H]([C@H](C1)N(C(OCC1=CC=CC=C1)=O)[C@H](C)C1=CC=CC=C1)NS(=O)(=O)C(C)(C)C)F (benzyl N-[(1S,2S)-4,4-difluoro-2-(2-methylpropane-2-sulfonamido)cyclopentyl]-N-[(1R)-1-phenylethyl]carbamate), [H][H] (hydrogen). Reagents/catalysts: [OH-].[OH-].[Pd+2] (palladium hydroxide on carbon). Solvent: CO (methanol). The product is N[C@@H]1[C@H](CC(C1)(F)F)NS(=O)(=O)C(C)(C)C (N-[(1S,2S)-2-Amino-4,4-difluorocyclopentyl]-2-methylpropane-2-sulfonamide). As a reaction SMILES: [F:1][C:2]1([F:34])[CH2:6][C@H:5]([N:7]([C@@H](C2C=CC=CC=2)C)C(=O)OCC2C=CC=CC=2)[C@@H:4]([NH:26][S:27]([C:30]([CH3:33])([CH3:32])[CH3:31])(=[O:29])=[O:28])[CH2:3]1.[H][H]>CO.[OH-].[OH-].[Pd+2]>[NH2:7][C@H:5]1[CH2:6][C:2]([F:1])([F:34])[CH2:3][C@@H:4]1[NH:26][S:27]([C:30]([CH3:33])([CH3:32])[CH3:31])(=[O:29])=[O:28] |f:3.4.5|. Reported procedure: A solution of benzyl N-[(1S,2S)-4,4-difluoro-2-(2-methylpropane-2-sulfonamido)cyclopentyl]-N-[(1R)-1-phenylethyl]carbamate (2.24 g, 4.53 mmol) and palladium hydroxide on carbon (20%, 1.59 g, 2.26 mmol) in methanol (65 ml) was stirred under a balloon of hydrogen gas for 17 hours. The reaction was filtered through diatomaceous earth (commercially sold under the trade mark “Celite”) and concentrated in vacuo to afford the title compound. Reactants: CC=1N(C(=CC1)C)C1=NNC=C1 (3-(2,5-dimethylpyrrol-1-yl)-1H-pyrazole), FC1=CC(=CC=C1)I (1-fluoro-3-iodobenzene), C([O-])([O-])=O.[Cs+].[Cs+] (cesium carbonate), N1=CC=CC2=CC=CC(=C12)O (8-quinolinol). Reagents/catalysts: [Cu]=O (copper oxide). The solvent is CN1C(CCC1)=O (N-methyl-2-pyrrolidone), C1(=CC=CC=C1)C (toluene). Conditions: temperature 110 celsius, time 2 hour. Yields the product CC=1N(C(=CC1)C)C1=NN(C=C1)C1=CC(=CC=C1)F (3-(2,5-Dimethylpyrrol-1-yl)-1-(3-fluorophenyl)-1H-pyrazole). Reaction SMILES: [CH3:1][C:2]1[N:3]([C:8]2[CH:12]=[CH:11][NH:10][N:9]=2)[C:4]([CH3:7])=[CH:5][CH:6]=1.C(=O)([O-])[O-].[Cs+].[Cs+].N1C2C(=CC=CC=2O)C=CC=1.[F:30][C:31]1[CH:36]=[CH:35][CH:34]=[C:33](I)[CH:32]=1>CN1CCCC1=O.[Cu]=O.C1(C)C=CC=CC=1>[CH3:7][C:4]1[N:3]([C:8]2[CH:12]=[CH:11][N:10]([C:33]3[CH:34]=[CH:35][CH:36]=[C:31]([F:30])[CH:32]=3)[N:9]=2)[C:2]([CH3:1])=[CH:6][CH:5]=1 |f:1.2.3|. Procedure: To a solution of 3-(2,5-dimethylpyrrol-1-yl)-1H-pyrazole (6.8 g) in N-methyl-2-pyrrolidone (68 ml) were sequentially added cesium carbonate (27.4 g), 8-quinolinol (1.2 g), copper oxide (I) (0.6 g) and 1-fluoro-3-iodobenzene (7.4 ml), and the mixture was stirred at 110° C. for 2 hours. This reaction mixture was cooled to room temperature, and toluene (80 ml) was added thereto, and then the mixture was filtered through Celite. After adding a 1M aqueous solution of sodium hydroxide (80 ml) to the f... The reactants are C12(CC3CC(CC(C1)C3)C2)COC2=NC=C(C(=O)OC)C=C2C2CC2 (methyl 6-(adamantan-1-ylmethoxy)-5-cyclopropylnicotinate), C1(CC1)C=1C(=CC(=C(C(=O)OC)C1)F)OCC12CC3(CC(CC(C1)(C3)F)(C2)F)F (methyl 5-cyclopropyl-2-fluoro-4-((3,5,7-trifluoroadamantan-1-yl)methoxy)benzoate). Yields the product C1(CC1)C=1C(=CC(=C(C(=O)O)C1)F)OCC12CC3(CC(CC(C1)(C3)F)(C2)F)F (5-cyclopropyl-2-fluoro-4-((3,5,7-trifluoroadamantan-1-yl)methoxy)benzoic acid). As a reaction SMILES: C12(COC3C(C4CC4)=CC(C(OC)=O)=CN=3)CC3CC(CC(C3)C1)C2.[CH:26]1([C:29]2[C:30]([O:40][CH2:41][C:42]34[CH2:52][C:46]5([F:53])[CH2:47][C:48]([F:51])([CH2:50][C:44]([F:54])([CH2:45]5)[CH2:43]3)[CH2:49]4)=[CH:31][C:32]([F:39])=[C:33]([CH:38]=2)[C:34]([O:36]C)=[O:35])[CH2:28][CH2:27]1>>[CH:26]1([C:29]2[C:30]([O:40][CH2:41][C:42]34[CH2:52][C:46]5([F:53])[CH2:47][C:48]([F:51])([CH2:50][C:44]([F:54])([CH2:45]5)[CH2:43]3)[CH2:49]4)=[CH:31][C:32]([F:39])=[C:33]([CH:38]=2)[C:34]([OH:36])=[O:35])[CH2:27][CH2:28]1. Reported procedure: Following the procedure as described in Example 150 step 4 and making variations as required to replace methyl 6-(adamantan-1-ylmethoxy)-5-cyclopropylnicotinate with methyl 5-cyclopropyl-2-fluoro-4-((3,5,7-trifluoroadamantan-1-yl)methoxy)benzoate, the title compound was obtained as a colorless solid (0.48 g, quant.): MS (ES−) m/z 397.2 (M−1).